From a dataset of the Open Reaction Database (ORD), a public repository of structured organic reaction records. describe an organic reaction: reactants, conditions, products, and yield Starting materials: N1C=NC(=C1)C=1C(=NOC1C)C1=CC=CC=C1 (4-(1H-imidazol-4-yl)-5-methyl-3-phenyl-isoxazole), C(#N)C=1C=C(C=CC1)B(O)O (3-cyanophenylboronic acid). Yields the product CC1=C(C(=NO1)C1=CC=CC=C1)C=1N=CN(C1)C=1C=C(C#N)C=CC1 (3-[4-(5-Methyl-3-phenyl-isoxazol-4-yl)-imidazol-1-yl]-benzonitrile). The yield is 30.0%. RXN SMILES: [NH:1]1[CH:5]=[C:4]([C:6]2[C:7]([C:12]3[CH:17]=[CH:16][CH:15]=[CH:14][CH:13]=3)=[N:8][O:9][C:10]=2[CH3:11])[N:3]=[CH:2]1.[C:18]([C:20]1[CH:21]=[C:22](B(O)O)[CH:23]=[CH:24][CH:25]=1)#[N:19]>>[CH3:11][C:10]1[O:9][N:8]=[C:7]([C:12]2[CH:13]=[CH:14][CH:15]=[CH:16][CH:17]=2)[C:6]=1[C:4]1[N:3]=[CH:2][N:1]([C:24]2[CH:25]=[C:20]([CH:21]=[CH:22][CH:23]=2)[C:18]#[N:19])[CH:5]=1. Reported procedure: As described for Example 3, 4-(1H-imidazol-4-yl)-5-methyl-3-phenyl-isoxazole (112.6 mg, 0.5 mmol) was converted, using 3-cyanophenylboronic acid instead of 4-fluorophenylboronic acid, to the title compound (49 mg, 30%) which was obtained as a white solid. MS (ESI): m/e=327.0 [M+H]+. Starting materials: CN1C(C2(CCC(CC2(CC1)C1=CC(=CC=C1)OC)O)C)C (N,8a-Dimethylmethyl-4a-(3-methoxyphenyl)octahydro-6-isoquinolinol), Cl.NO (hydroxylamine hydrochloride). The solvent is CCO (EtOH). Product: CN1CC2(CCC(CC2(CC1)C1=CC(=CC=C1)OC)=NO)C (2,8a-Dimethyl-4a-(3-methoxyphenyl)octahydroisoquinolin-6-one Oxime). Yield: 96.5%. As a reaction SMILES: [CH3:1][N:2]1[CH2:11][CH2:10][C:9]2([C:12]3[CH:17]=[CH:16][CH:15]=[C:14]([O:18][CH3:19])[CH:13]=3)[C:4]([CH3:21])([CH2:5][CH2:6][CH:7](O)[CH2:8]2)[CH:3]1C.Cl.[NH2:24][OH:25]>CCO>[CH3:1][N:2]1[CH2:11][CH2:10][C:9]2([C:12]3[CH:17]=[CH:16][CH:15]=[C:14]([O:18][CH3:19])[CH:13]=3)[C:4]([CH3:21])([CH2:5][CH2:6][C:7](=[N:24][OH:25])[CH2:8]2)[CH2:3]1 |f:1.2|. Reported procedure: N-Methyl-4aβ-(3-methoxyphenyl)octahydro-6-oxadecahydroisoquinoline 17 (1.41 g, 4.9 mmol) and hydroxylamine hydrochloride (1.70 g, 24.5 mmol) in EtOH (absolute, 100 mL) were heated to reflux for 5 h. The reaction mixture was allowed to cool to room temperature. Ethanol was removed under reduced pressure. The crude product was taken in to aqueous 2N NaOH solution (100 mL) and extracted with 3:1 CH2Cl2/THF (4×50 mL). The combined organic layers were dried (Na2SO4), filtered, and concentrated under ...